From a dataset of the Open Reaction Database (ORD), a public repository of structured organic reaction records. describe an organic reaction: reactants, conditions, products, and yield Starting materials: [H-].[Al+3].[Li+].[H-].[H-].[H-] (lithium aluminum hydride), COC1=CC=C(C=C1)C1CCC(N1)=O (5-(4-methoxyphenyl)pyrrolidin-2-one), O (water), S(=O)(=O)([O-])[O-].[Na+].[Na+] (sodium sulfate), O (water). Run in O1CCCC1 (tetrahydrofuran), O1CCCC1 (tetrahydrofuran), O1CCCC1 (tetrahydrofuran), [OH-].[Na+] (sodium hydroxide). Product: COC1=CC=C(C=C1)C1NCCC1 (2-(4-methoxyphenyl)pyrrolidine). Isolated yield 96.0%. RXN SMILES: [H-].[Al+3].[Li+].[H-].[H-].[H-].[CH3:7][O:8][C:9]1[CH:14]=[CH:13][C:12]([CH:15]2[NH:19][C:18](=O)[CH2:17][CH2:16]2)=[CH:11][CH:10]=1.O.S([O-])([O-])(=O)=O.[Na+].[Na+]>O1CCCC1.[OH-].[Na+]>[CH3:7][O:8][C:9]1[CH:10]=[CH:11][C:12]([CH:15]2[CH2:16][CH2:17][CH2:18][NH:19]2)=[CH:13][CH:14]=1 |f:0.1.2.3.4.5,8.9.10,12.13|. Procedure: To a stirred solution of lithium aluminum hydride (2.26 g) and tetrahydrofuran (185 ml) was added 5-(4-methoxyphenyl)pyrrolidin-2-one in tetrahydrofuran (250 ml). The mixture was heated under reflux for 6 hrs, cooled to ambient temperature, and water (2.5 ml) in tetrahydrofuran and 15% aqueous sodium hydroxide solution (2.5 ml) were added slowly. Additional water (8.5 ml) was added. The suspension was stirred over anhydrous sodium sulfate, filtered through a pad of celite, and the filter cake wa... The reactants are O=C1CCC(=O)N1Br, C1CCOC1, N#Cc1ccc(-c2cc(CO)cc(C(F)(F)F)c2)cc1, c1ccc(P(c2ccccc2)c2ccccc2)cc1. Product: N#Cc1ccc(-c2cc(CBr)cc(C(F)(F)F)c2)cc1. RXN SMILES: [Br:1][N:2]1[C:3](=[O:4])[CH2:5][CH2:6][C:7]1=[O:8].[CH2:48]1[O:49][CH2:50][CH2:51][CH2:52]1.[OH:9][CH2:10][c:11]1[cH:12][c:13](-[c:21]2[cH:22][cH:23][c:24]([C:27]#[N:28])[cH:25][cH:26]2)[cH:14][c:15]([C:17]([F:18])([F:19])[F:20])[cH:16]1.[c:29]1([P:30]([c:31]2[cH:32][cH:33][cH:34][cH:35][cH:36]2)[c:37]2[cH:38][cH:39][cH:40][cH:41][cH:42]2)[cH:43][cH:44][cH:45][cH:46][cH:47]1>>[Br:1][CH2:10][c:11]1[cH:12][c:13](-[c:21]2[cH:22][cH:23][c:24]([C:27]#[N:28])[cH:25][cH:26]2)[cH:14][c:15]([C:17]([F:18])([F:19])[F:20])[cH:16]1. Reactants: CC#N, O=C1CCC(=O)N1Cl, Cc1ccc(C(=O)O)cc1-n1c(C)nc(OCc2ccc(F)cc2F)cc1=O, O=C(O)C(Cl)Cl. Product: Cc1ccc(C(=O)O)cc1-n1c(C)nc(OCc2ccc(F)cc2F)c(Cl)c1=O. RXN SMILES: [CH3:43][C:44]#[N:45].[Cl:29][N:30]1[C:31](=[O:32])[CH2:33][CH2:34][C:35]1=[O:36].[F:1][c:2]1[c:3]([CH2:4][O:5][c:6]2[n:7][c:8]([CH3:23])[n:9](-[c:13]3[cH:14][c:15]([C:16](=[O:17])[OH:18])[cH:19][cH:20][c:21]3[CH3:22])[c:10](=[O:12])[cH:11]2)[cH:24][cH:25][c:26]([F:28])[cH:27]1.[OH:37][C:38]([CH:39]([Cl:40])[Cl:41])=[O:42]>>[F:1][c:2]1[c:3]([CH2:4][O:5][c:6]2[n:7][c:8]([CH3:23])[n:9](-[c:13]3[cH:14][c:15]([C:16](=[O:17])[OH:18])[cH:19][cH:20][c:21]3[CH3:22])[c:10](=[O:12])[c:11]2[Cl:29])[cH:24][cH:25][c:26]([F:28])[cH:27]1. Reactants: C(CC(O)(C(=O)O)CC(=O)O)(=O)O (citric acid), CN(C=1C=CC=C2C=C(NC12)C=1SC=C(N1)CC(=O)OCC)S(=O)(=O)C=1SC=CC1 (ethyl (2-{7-[methyl(2-thienylsulfonyl)amino]-1H-indol-2-yl}-1,3-thiazol-4-yl)acetate), [OH-].[Na+] (sodium hydroxide), O1CCCC1 (tetrahydrofuran). Run in CO (methanol). Run at temperature 50 celsius, time 2 hour. Product: CN(C=1C=CC=C2C=C(NC12)C=1SC=C(N1)CC(=O)O)S(=O)(=O)C=1SC=CC1 ((2-{7-[Methyl(2-thienylsulfonyl)amino]-1H-indol-2-yl}-1,3-thiazol-4-yl)acetic acid). Isolated yield 61.8%. Reaction SMILES: [CH3:1][N:2]([S:23]([C:26]1[S:27][CH:28]=[CH:29][CH:30]=1)(=[O:25])=[O:24])[C:3]1[CH:4]=[CH:5][CH:6]=[C:7]2[C:11]=1[NH:10][C:9]([C:12]1[S:13][CH:14]=[C:15]([CH2:17][C:18]([O:20]CC)=[O:19])[N:16]=1)=[CH:8]2.[OH-].[Na+].O1CCCC1.C(O)(=O)CC(CC(O)=O)(C(O)=O)O>CO>[CH3:1][N:2]([S:23]([C:26]1[S:27][CH:28]=[CH:29][CH:30]=1)(=[O:25])=[O:24])[C:3]1[CH:4]=[CH:5][CH:6]=[C:7]2[C:11]=1[NH:10][C:9]([C:12]1[S:13][CH:14]=[C:15]([CH2:17][C:18]([OH:20])=[O:19])[N:16]=1)=[CH:8]2 |f:1.2|. Procedure: A mixture of ethyl (2-{7-[methyl(2-thienylsulfonyl)amino]-1H-indol-2-yl}-1,3-thiazol-4-yl)acetate (0.31 g), 1N aqueous sodium hydroxide solution (2.0 mL), tetrahydrofuran (6 mL) and methanol (6 mL) was stirred at 50° C. for 2 hr. To the reaction mixture was added 10% citric acid, and the mixture was extracted with ethyl acetate. The ethyl acetate layer was washed with saturated brine, dried (MgSO4) and concentrated. The obtained residue was subjected to silica gel column chromatography and the t... The reactants are CC[C@@H]1CN2CC[C@@H]1C[C@@H]2[C@@H](C3=C4C=C(C=CC4=NC=C3)OC)OC5=NN=C(C6=CC=CC=C65)O[C@@H]([C@H]7C[C@@H]8CCN7C[C@@H]8CC)C9=C1C=C(C=CC1=NC=C9)OC (AD-mix-α), C(C)(C)(C)O (t-butanol), O (water), ClC1=C(C(=C2C=CC(=NC2=C1)C)C1=CC=C(C=C1)Cl)C=C (7-chloro-5-(4-chlorophenyl)-2-methyl-6-vinylquinoline). Run in C(C)(=O)OCC (ethyl acetate). Conditions: time 5 minute. Product: ClC1=C(C(=C2C=CC(=NC2=C1)C)C1=CC=C(C=C1)Cl)[C@@H](CO)O ((S)-1-(7-chloro-5-(4-chlorophenyl)-2-methylquinolin-6-yl)ethane-1,2-diol). Isolated yield 84.0%. Reaction SMILES: CC[C@H]1[C@H]2C[C@H]([C@H](OC3C4C(=CC=CC=4)C(O[C@H](C4C=CN=C5C=4C=C(OC)C=C5)[C@@H]4N5C[C@H](CC)[C@@H](CC5)C4)=NN=3)C3C=CN=C4C=3C=C([O:22]C)C=C4)N(CC2)C1.[C:59]([OH:63])(C)([CH3:61])[CH3:60].O.[Cl:65][C:66]1[CH:75]=[C:74]2[C:69]([CH:70]=[CH:71][C:72]([CH3:76])=[N:73]2)=[C:68]([C:77]2[CH:82]=[CH:81][C:80]([Cl:83])=[CH:79][CH:78]=2)C=1C=C>C(OCC)(=O)C>[Cl:65][C:66]1[CH:75]=[C:74]2[C:69]([CH:70]=[CH:71][C:72]([CH3:76])=[N:73]2)=[C:68]([C:77]2[CH:82]=[CH:81][C:80]([Cl:83])=[CH:79][CH:78]=2)[C:60]=1[C@H:59]([OH:63])[CH2:61][OH:22]. Procedure: AD-mix-α (1 g, excess) was added to a mixed solvent of t-butanol and water (4 mL/4 mL) and stirred at room temperature for 5 min and cooled to 0° C. The mixture was transferred to another flask containing 7-chloro-5-(4-chlorophenyl)-2-methyl-6-vinylquinoline (1G) (30 mg, 0.096 mmol) and stirred at 0° C. for 16 hours. The mixture was diluted with ethyl acetate, washed with NaHCO3 solution, water and brine, dried over Na2SO4, filtered and concentrated in vacuo. The obtained residue was purified by... Starting materials: CCO, [H][H], [Na+], [OH-], O, O=C(Nc1nnn[nH]1)c1cccc(C=Cc2ccccc2)n1. The product is O=C(Nc1nnn[nH]1)c1cccc(CCc2ccccc2)n1. Reaction SMILES: [CH3:24][CH2:25][OH:26].[H:29][H:30].[Na+:28].[OH-:27].[OH2:23].[nH:1]1[n:2][n:3][n:4][c:5]1[NH:6][C:7](=[O:8])[c:9]1[n:10][c:11]([CH:15]=[CH:16][c:17]2[cH:18][cH:19][cH:20][cH:21][cH:22]2)[cH:12][cH:13][cH:14]1>>[n:1]1[n:2][n:3][nH:4][c:5]1[NH:6][C:7](=[O:8])[c:9]1[n:10][c:11]([CH2:15][CH2:16][c:17]2[cH:18][cH:19][cH:20][cH:21][cH:22]2)[cH:12][cH:13][cH:14]1. The reactants are FC1=CC=C(C=C1)N1N=CC2=CC(=CC=C12)C(O)C1=CC=CC=C1 ((1-(4-fluorophenyl)-1H-indazol-5-yl)(phenyl)methanol), COC(=CCCC)O[Si](C)(C)C ((1-methoxypent-1-enyloxy)trimethylsilane), Silyl Ketene Acetal. Reagents/catalysts: Cl[Ti](Cl)(Cl)Cl (TiCl4). Solvent: C(Cl)Cl (DCM). Run at time 1 hour. Yields the product FC1=CC=C(C=C1)N1N=CC2=CC(=CC=C12)C(C(C(=O)OC)CCC)C1=CC=CC=C1 (methyl 2-((1-(4-fluorophenyl)-1H-indazol-5-yl)(phenyl)methyl)pentanoate). The yield is 76.8%. As a reaction SMILES: [F:1][C:2]1[CH:7]=[CH:6][C:5]([N:8]2[C:16]3[C:11](=[CH:12][C:13]([CH:17]([C:19]4[CH:24]=[CH:23][CH:22]=[CH:21][CH:20]=4)O)=[CH:14][CH:15]=3)[CH:10]=[N:9]2)=[CH:4][CH:3]=1.[CH3:25][O:26][C:27]([O:32][Si](C)(C)C)=[CH:28][CH2:29][CH2:30][CH3:31]>C(Cl)Cl.Cl[Ti](Cl)(Cl)Cl>[F:1][C:2]1[CH:7]=[CH:6][C:5]([N:8]2[C:16]3[C:11](=[CH:12][C:13]([CH:17]([C:19]4[CH:24]=[CH:23][CH:22]=[CH:21][CH:20]=4)[CH:28]([CH2:29][CH2:30][CH3:31])[C:27]([O:26][CH3:25])=[O:32])=[CH:14][CH:15]=3)[CH:10]=[N:9]2)=[CH:4][CH:3]=1. Procedure details: To a solution of (1-(4-fluorophenyl)-1H-indazol-5-yl)(phenyl)methanol (158 mg, 0.5 mmol) and (1-methoxypent-1-enyloxy)trimethylsilane (16 mmol) which was prepared using General Silyl Ketene Acetal Method A in 10 mL of dry DCM was added TiCl4 (0.5 mL of 1.0 M DCM solution, 0.5 mmol) and then stirred 1 h. The reaction was quenched with MeOH, poured into aqueous sodium bicarbonate and extracted 2× EtOAc. The organic layers were dried over MgSO4, filtered, concentrated and purified on SiO2 by MPLC u...